Dataset: the Open Reaction Database (ORD), a public repository of structured organic reaction records. Task: describe an organic reaction: reactants, conditions, products, and yield Starting materials: CO, O=C(NC(Cc1ccc(I)cc1)C(=O)O)c1c(Cl)cccc1Cl, O, O=S(=O)(O)O. Yields the product COC(=O)C(Cc1ccc(I)cc1)NC(=O)c1c(Cl)cccc1Cl. As a reaction SMILES: [CH3:1][OH:2].[Cl:8][c:9]1[c:10]([C:11](=[O:12])[NH:13][CH:14]([CH2:15][c:16]2[cH:17][cH:18][c:19]([I:22])[cH:20][cH:21]2)[C:23](=[O:24])[OH:25])[c:26]([Cl:30])[cH:27][cH:28][cH:29]1.[OH2:31].[S:3](=[O:4])(=[O:5])([OH:6])[OH:7]>>[CH3:1][O:24][C:23]([CH:14]([NH:13][C:11]([c:10]1[c:9]([Cl:8])[cH:29][cH:28][cH:27][c:26]1[Cl:30])=[O:12])[CH2:15][c:16]1[cH:17][cH:18][c:19]([I:22])[cH:20][cH:21]1)=[O:25]. Reactants: CCCc1cc(-c2nc(CC)cs2)ccc1OCCCOc1ccc2c(ccn2CC(=O)OC)c1, C1CCOC1, [Li+], [OH-], O, O. Product: CCCc1cc(-c2nc(CC)cs2)ccc1OCCCOc1ccc2c(ccn2CC(=O)O)c1. Reaction SMILES: [CH2:1]([CH3:2])[c:3]1[n:4][c:5](-[c:8]2[cH:9][c:10]([CH2:33][CH2:34][CH3:35])[c:11]([O:12][CH2:13][CH2:14][CH2:15][O:16][c:17]3[cH:18][c:19]4[cH:20][cH:21][n:22]([CH2:26][C:27](=[O:28])[O:29][CH3:30])[c:23]4[cH:24][cH:25]3)[cH:31][cH:32]2)[s:6][cH:7]1.[CH2:39]1[O:40][CH2:41][CH2:42][CH2:43]1.[Li+:37].[OH-:36].[OH2:38].[OH2:44]>>[CH2:1]([CH3:2])[c:3]1[n:4][c:5](-[c:8]2[cH:9][c:10]([CH2:33][CH2:34][CH3:35])[c:11]([O:12][CH2:13][CH2:14][CH2:15][O:16][c:17]3[cH:18][c:19]4[cH:20][cH:21][n:22]([CH2:26][C:27](=[O:28])[OH:29])[c:23]4[cH:24][cH:25]3)[cH:31][cH:32]2)[s:6][cH:7]1. The reactants are N1=CC=CC2=C(C=CC=C12)C(C(CN)N)C (3-quinolin-5-yl-butane-1,2-diamine), N1=CC=CC2=C(C=CC=C12)C(C(CN)N)C (3-quinolin-5-yl-butane-1,2-diamine), C(=S)(N1C=NC=C1)N1C=NC=C1 (1,1′-thiocarbonyldiimidazole). Run in C(Cl)Cl (CH2Cl2), C(Cl)Cl (CH2Cl2), C(Cl)(Cl)Cl (chloroform), O (water). Yields the product N1=CC=CC2=C(C=CC=C12)C(C)C1NC(NC1)=S (4-(1-quinolin-5-yl-ethyl)-imidazolidine-2-thione). The yield is 93.1%. Reaction SMILES: [N:1]1[C:10]2[C:5](=[C:6]([CH:11]([CH3:16])[CH:12]([NH2:15])[CH2:13][NH2:14])[CH:7]=[CH:8][CH:9]=2)[CH:4]=[CH:3][CH:2]=1.[C:17](N1C=CN=C1)(N1C=CN=C1)=[S:18]>C(Cl)Cl.C(Cl)(Cl)Cl.O>[N:1]1[C:10]2[C:5](=[C:6]([CH:11]([CH:12]3[CH2:13][NH:14][C:17](=[S:18])[NH:15]3)[CH3:16])[CH:7]=[CH:8][CH:9]=2)[CH:4]=[CH:3][CH:2]=1. Procedure details: 3-Quinolin-5-yl-butane-1,2-diamine (Intermediate E3) (1.8 g, 8.35 mmol) in CH2Cl2 (20 mL) was treated with a solution of 1,1′-thiocarbonyldiimidazole (1.52 g, 8.54 mmol) in CH2Cl2 (40 mL) at 0° C. for 1 h. The mixture was diluted with chloroform (40 mL) and water (60 mL). The aqueous layer was extracted with chloroform (3×30 mL) and CH2Cl2 (6×30 mL). The organic solution was dried over MgSO4, filtered and evaporated to give a residue. The material was purified by chromatography on SiO2 with 3% N... The reactants are CI (methyl iodide), C1(CC1)COC=1C(=NSN1)C=1C=NC=CC1 (3-(4-cyclopropylmethoxy-1,2,5-thiadiazol-3-yl) pyridine). Solvent: CC(=O)C (acetone). Run at time 36 hour. The product is [I-].C1(CC1)COC=1C(=NSN1)C=1C=[N+](C=CC1)C (3-(4-cyclopropylmethoxy-1,2,5-thiadiazol-3-yl)-1-methylpyridinium iodide). Reaction SMILES: [CH3:1][I:2].[CH:3]1([CH2:6][O:7][C:8]2[C:9]([C:13]3[CH:14]=[N:15][CH:16]=[CH:17][CH:18]=3)=[N:10][S:11][N:12]=2)[CH2:5][CH2:4]1>CC(C)=O>[I-:2].[CH:3]1([CH2:6][O:7][C:8]2[C:9]([C:13]3[CH:14]=[N+:15]([CH3:1])[CH:16]=[CH:17][CH:18]=3)=[N:10][S:11][N:12]=2)[CH2:4][CH2:5]1 |f:3.4|. Procedure details: A mixture of methyl iodide (0.25 ml, 4 mmol) and 3-(4-cyclopropylmethoxy-1,2,5-thiadiazol-3-yl) pyridine (400 mg, 1.7 mmol) in acetone (5 ml) was stirred at room temperature for 36 h. The title compound precipitated from the solution and was collected by filtration to yield 0.41 g (65%).